This data is from the Open Reaction Database (ORD), a public repository of structured organic reaction records. The task is: describe an organic reaction: reactants, conditions, products, and yield Starting materials: C(C)OC(CC(=O)OCC)=O (malonic acid diethyl ester), Cl.COCC(=N)N (2-methoxy-acetamidine hydrochloride), C[O-].[Na+].CO (NaOMe MeOH). The solvent is CO (MeOH). Yields the product COCC1=NC(=CC(=N1)O)O (2-methoxymethyl-pyrimidine-4,6-diol). RXN SMILES: C(O[C:4](=[O:11])[CH2:5][C:6]([O:8]CC)=O)C.Cl.[CH3:13][O:14][CH2:15][C:16]([NH2:18])=[NH:17].C[O-].[Na+].CO>CO>[CH3:13][O:14][CH2:15][C:16]1[N:18]=[C:4]([OH:11])[CH:5]=[C:6]([OH:8])[N:17]=1 |f:1.2,3.4.5|. Procedure details: Reflux a mixture of malonic acid diethyl ester (7.96 g, 50 mmol), 2-methoxy-acetamidine hydrochloride (6.2 g, 50 mmol), and NaOMe MeOH solution (4.37 M, 22.7 mL, 100 mmol) in MeOH (30 mL) for 24 hours. Concentrate, dilute with H2O (50 mL), wash with EtOAc, and concentrate the aqueous layer. Extract with MeOH and concentrate to yield 2-methoxymethyl-pyrimidine-4,6-diol. Reactants: O=C[C@H](O)[C@@H](O)[C@H](O)[C@H](O)CO (glucose), (NH4)2SO4, OP(=O)(O)[O-].[K+] (KH2PO4), MgSO4.7H2O, FeSO4.7H2O, MnSO4.4H2O, CC1=C(SC=[N+]1CC=2C=NC(=NC2N)C)CCO.Cl.[Cl-] (thiamine hydrochloride), OC(=O)CCCC[C@@H]1SC[C@@H]2NC(=O)N[C@H]12 (biotin), N[C@@H](CCCNC(N)=N)C(=O)O (L-arginine), C([O-])([O-])=O.[Ca+2] (calcium carbonate). The reagents and catalysts are [Pt] (platinum). Reaction conditions: time 4 day. Yields the product N[C@@H](CCCN)C(=O)O (L-Ornithine). RXN SMILES: O=C[C@@H]([C@H]([C@@H]([C@@H](CO)O)O)O)O.OP([O-])(O)=O.[K+].CC1[N+](CC2C=NC(C)=NC=2N)=CSC=1CCO.Cl.[Cl-].OC(CCCC[C@H]1[C@@H]2[C@@H](NC(N2)=O)CS1)=O.[NH2:55][C@H:56]([C:64]([OH:66])=[O:65])[CH2:57][CH2:58][CH2:59][NH:60]C(=N)N.C(=O)([O-])[O-].[Ca+2]>[Pt]>[NH2:55][C@H:56]([C:64]([OH:66])=[O:65])[CH2:57][CH2:58][CH2:59][NH2:60] |f:1.2,3.4.5,8.9|. Reported procedure: Media containing 10 g/dl of glucose, 7 g/dl of (NH4)2SO4, 0.15 g/dl of KH2PO4, 0.04 g/dl of MgSO4.7H2O, 1 mg/dl of FeSO4.7H2O, 1 mg/dl of MnSO4.4H2O, 100 μg/1 of thiamine hydrochloride, 100 μg/1 of biotin, 60 mg of soybean protein acid hydrolysate (calculated as total nitrogen) and 15 mg/dl of L-arginine and 5 g/dl of calcium carbonate (independently sterilized) was adjusted to pH 7.2 and 25 ml of the media was charged into a 500 ml flask equipped with a shoulder followed by sterilization with h... Reactants: C=CC(=O)Cl, [K+], [K+], O=N[O-], NCC(O)C(O)C(O)C(O)CO, [Na+], O=C([O-])[O-]. Product: C=CC(=O)NCC(O)C(O)C(O)C(O)CO. RXN SMILES: [C:17]([CH:18]=[CH2:19])(=[O:20])[Cl:21].[K+:22].[K+:23].[N:13]([O-:14])=[O:15].[NH2:1][CH2:2][CH:3]([OH:4])[CH:5]([OH:6])[CH:7]([OH:8])[CH:9]([OH:10])[CH2:11][OH:12].[Na+:16].[O-:24][C:25]([O-:26])=[O:27]>>[NH:1]([CH2:2][CH:3]([OH:4])[CH:5]([OH:6])[CH:7]([OH:8])[CH:9]([OH:10])[CH2:11][OH:12])[C:17]([CH:18]=[CH2:19])=[O:20]. The reactants are C1=C(C2=NNCCCCCCCC2)CCCCCCCCC1, CC(N)=S, CCOC(C)=O, COc1ccc2sc(C(N)=O)c(Cl)c2c1, CN(C)C=O. Product: COc1ccc2sc(C(N)=O)c(S)c2c1. Reaction SMILES: [C:1]1([C:2]2=[CH:12][CH2:11][CH2:10][CH2:9][CH2:8][CH2:7][CH2:6][CH2:5][CH2:4][CH2:3]2)=[N:22][NH:21][CH2:20][CH2:19][CH2:18][CH2:17][CH2:16][CH2:15][CH2:14][CH2:13]1.[CH3:38][C:39]([NH2:40])=[S:41].[CH3:47][CH2:48][O:49][C:50](=[O:51])[CH3:52].[Cl:23][c:24]1[c:25]2[c:26]([s:27][c:28]1[C:29](=[O:30])[NH2:31])[cH:32][cH:33][c:34]([O:36][CH3:37])[cH:35]2.[O:42]=[CH:43][N:44]([CH3:45])[CH3:46]>>[c:24]1([SH:41])[c:25]2[c:26]([s:27][c:28]1[C:29](=[O:30])[NH2:31])[cH:32][cH:33][c:34]([O:36][CH3:37])[cH:35]2. Reactants: FC1=CC(=C(C(=O)O)C=C1)OC (4-fluoro-2-methoxybenzoic acid), S(O)(O)(=O)=O (sulfuric acid), [N+](=O)(O)[O-] (nitric acid). Conditions: time 15 minute. Product: FC1=C(C(=C(C(=O)O)C=C1)OC)[N+](=O)[O-] (4-Fluoro-3-nitro-2-methoxybenzoic acid). Reaction SMILES: [F:1][C:2]1[CH:10]=[CH:9][C:5]([C:6]([OH:8])=[O:7])=[C:4]([O:11][CH3:12])[CH:3]=1.S(=O)(=O)(O)O.[N+:18]([O-])([OH:20])=[O:19]>>[F:1][C:2]1[CH:10]=[CH:9][C:5]([C:6]([OH:8])=[O:7])=[C:4]([O:11][CH3:12])[C:3]=1[N+:18]([O-:20])=[O:19]. Reported procedure: To 4-fluoro-2-methoxybenzoic acid (0.96 g) was added concentrated sulfuric acid (6 mL) under ice-cooling, and the mixture was stirred for 15 minutes. To the mixture was added concentrated nitric acid (0.6 mL) under ice-cooling, and the mixture was stirred at the same temperature for 1 hour. To the reaction mixture was added ice, and the resulting mixture was stirred at room temperature for 10 minutes. The mixture was extracted with ethyl acetate. The extract was washed with water twice and brine... Starting materials: C(C)(C)OC1=CC=C(C=C1)N1C(=NC(=C(C1=O)CC1=CC=C(C=C1)C1=C(C=CC=C1)C1=NOC(N1)=O)CCC)C (3-(4-isopropoxyphenyl)-2-methyl-5-{[2′-(5-oxo-4,5-dihydro-1,2,4-oxadiazol-3-yl)biphenyl-4-yl]methyl}-6-propylpyrimidin-4(3H)-one), C(C)(C)OC(C)C (diisopropyl ether), C(C)(C)OC(C)C (diisopropyl ether), C(CCCCC)(=O)OCC.[K] (potassium 2-ethyl hexanoate). The solvent is C(C)O (ethanol). Reaction conditions: temperature 60 celsius, time 1 hour. The product is [K].C(C)(C)OC1=CC=C(C=C1)N1C(=NC(=C(C1=O)CC1=CC=C(C=C1)C1=C(C=CC=C1)C1=NOC(N1)=O)CCC)C (3-(4-isopropoxyphenyl)-2-methyl-5-{[2′-(5-oxo-4,5-dihydro-1,2,4-oxadiazol-3-yl)biphenyl-4-yl]methyl}-6-propylpyrimidin-4(3H)-one potassium salt). Isolated yield 56.0%. Reaction SMILES: [CH:1]([O:4][C:5]1[CH:10]=[CH:9][C:8]([N:11]2[C:16](=[O:17])[C:15]([CH2:18][C:19]3[CH:24]=[CH:23][C:22]([C:25]4[CH:30]=[CH:29][CH:28]=[CH:27][C:26]=4[C:31]4[NH:35][C:34](=[O:36])[O:33][N:32]=4)=[CH:21][CH:20]=3)=[C:14]([CH2:37][CH2:38][CH3:39])[N:13]=[C:12]2[CH3:40])=[CH:7][CH:6]=1)([CH3:3])[CH3:2].C(OC(C)C)(C)C.C(OCC)(=O)CCCCC.[K:58]>C(O)C>[K:58].[CH:1]([O:4][C:5]1[CH:10]=[CH:9][C:8]([N:11]2[C:16](=[O:17])[C:15]([CH2:18][C:19]3[CH:24]=[CH:23][C:22]([C:25]4[CH:30]=[CH:29][CH:28]=[CH:27][C:26]=4[C:31]4[NH:35][C:34](=[O:36])[O:33][N:32]=4)=[CH:21][CH:20]=3)=[C:14]([CH2:37][CH2:38][CH3:39])[N:13]=[C:12]2[CH3:40])=[CH:7][CH:6]=1)([CH3:3])[CH3:2] |f:2.3,5.6,^1:57,61|. Procedure details: To a suspension of 3-(4-isopropoxyphenyl)-2-methyl-5-{[2′-(5-oxo-4,5-dihydro-1,2,4-oxadiazol-3-yl)biphenyl-4-yl]methyl}-6-propylpyrimidin-4(3H)-one (200 g), ethanol (200 mL), and diisopropyl ether (400 mL) was added potassium 2-ethyl hexanoate and the mixture was stirred at 60° C. for 1 hr. To the mixture was added diisopropyl ether (1000 mL) dropwise. The mixture was stirred at reflux temperature for 24 hr, followed by being cooled to room temperature. The obtained precipitate was collected, wa... Starting materials: ClC1=C(C=CC(=C1)F)[N+](=O)[O-] (2-chloro-4-fluoronitrobenzene), CN1CCNCC1 (N-methyl piperazine), C([O-])([O-])=O.[K+].[K+] (potassium carbonate). Run in CN(C)C=O (DMF), O (water). Yields the product ClC=1C=C(C=CC1[N+](=O)[O-])N1CCN(CC1)C (1-(3-chloro-4-nitrophenyl)-4-methylpiperazine), solid. Isolated yield 62.0%. Reaction SMILES: [Cl:1][C:2]1[CH:7]=[C:6](F)[CH:5]=[CH:4][C:3]=1[N+:9]([O-:11])=[O:10].[CH3:12][N:13]1[CH2:18][CH2:17][NH:16][CH2:15][CH2:14]1.C(=O)([O-])[O-].[K+].[K+]>CN(C=O)C.O>[Cl:1][C:2]1[CH:7]=[C:6]([N:16]2[CH2:17][CH2:18][N:13]([CH3:12])[CH2:14][CH2:15]2)[CH:5]=[CH:4][C:3]=1[N+:9]([O-:11])=[O:10] |f:2.3.4|. Procedure: 2-chloro-4-fluoronitrobenzene (1.0 eq, 1 g, 5.7 mmol), N-methyl piperazine (1.2 eq, 1.18 g, 6.84 mmol), potassium carbonate (2.0 eq, 1.6 g, 11.6 mmol) were stirred at 100° C. in DMF for 3 hours. The mixture was cooled down and diluted with water. The material was extracted with ethyl acetate. The organic layer was washed with brine, dried over Na2SO4 and the solvent evaporated in vacuo. After trituration in diethylether and filtration, 1-(3-chloro-4-nitrophenyl)-4-methylpiperazine was isolated a... Reactants: BrCC=C1CCC1 (1-bromo-2-cyclobutylidene-ethane), C1(=CC=CC=C1)S(=O)[O-].[Na+] (sodium phenyl sulfinate). Product: C1(CCC1)=CCS(=O)(=O)C1=CC=CC=C1 ((2-cyclobutylidene-ethyl)-phenyl sulfone). As a reaction SMILES: Br[CH2:2][CH:3]=[C:4]1[CH2:7][CH2:6][CH2:5]1.[C:8]1([S:14]([O-:16])=[O:15])[CH:13]=[CH:12][CH:11]=[CH:10][CH:9]=1.[Na+]>>[C:4]1(=[CH:3][CH2:2][S:14]([C:8]2[CH:13]=[CH:12][CH:11]=[CH:10][CH:9]=2)(=[O:16])=[O:15])[CH2:7][CH2:6][CH2:5]1 |f:1.2|. Procedure: Using the procedure of Example I, 1-bromo-2-cyclobutylidene-ethane was reacted with sodium phenyl sulfinate to form (2-cyclobutylidene-ethyl)-phenyl sulfone having a melting point of 76° to 78° C which was then reacted with ethyl β,β-dimethylacrylate to form ethyl dl-trans 3,3-dimethyl-2-cyclobutylidenemethyl-cyclopropanecarboxylate. The said ethyl ester was hydrolyzed under alkaline conditions to form dl-trans 3,3-dimethyl-2-cyclobutylidenemethyl-cyclopropanecarboxylic acid. Reactants: CC(=O)CC(C)C, O=C(CCCCl)c1ccc(F)cc1, [I-], [Na+], [Na+], [Na+], O=C([O-])[O-], CC(O)(C1=CCNCC1)c1ccc(F)cc1. The product is CC(O)(C1=CCN(CCCC(=O)c2ccc(F)cc2)CC1)c1ccc(F)cc1. Reaction SMILES: [CH3:38][CH:39]([CH3:40])[CH2:41][C:42](=[O:43])[CH3:44].[F:17][c:18]1[cH:19][cH:20][c:21]([C:24]([CH2:25][CH2:26][CH2:27][Cl:28])=[O:29])[cH:22][cH:23]1.[I-:37].[Na+:30].[Na+:31].[Na+:36].[O-:32][C:33](=[O:34])[O-:35].[OH:1][C:2]([c:3]1[cH:4][cH:5][c:6]([F:9])[cH:7][cH:8]1)([CH3:10])[C:11]1=[CH:12][CH2:13][NH:14][CH2:15][CH2:16]1>>[OH:1][C:2]([c:3]1[cH:4][cH:5][c:6]([F:9])[cH:7][cH:8]1)([CH3:10])[C:11]1=[CH:12][CH2:13][N:14]([CH2:27][CH2:26][CH2:25][C:24]([c:21]2[cH:20][cH:19][c:18]([F:17])[cH:23][cH:22]2)=[O:29])[CH2:15][CH2:16]1.